The task is: describe an organic reaction: reactants, conditions, products, and yield. This data is from the Open Reaction Database (ORD), a public repository of structured organic reaction records. Starting materials: C(C)OC(C(CC(C)C)C=1C=C(C=C(C1)OS(=O)(=O)C(F)(F)F)C1=CC=C(C=C1)C(F)(F)F)=O (4-Methyl-2-(5-trifluoromethanesulfonyloxy-4′-trifluoromethyl-biphenyl-3-yl)-pentanoic acid ethyl ester), FC(C=1C=C(C=CC1)B(O)O)(F)F (3-trifluoromethyl-phenylboronic acid). Yields the product FC(C=1C=C(C=CC1)C1=CC(=CC(=C1)C(C(=O)O)CC(C)C)C1=CC=C(C=C1)C(F)(F)F)(F)F (2-(3,4″-Bis-trifluoromethyl-[1,1′;3′,1″]terphenyl-5′-yl)-4-methyl-pentanoic acid). Reaction SMILES: C([O:3][C:4](=[O:34])[CH:5]([C:10]1[CH:11]=[C:12]([C:24]2[CH:29]=[CH:28][C:27]([C:30]([F:33])([F:32])[F:31])=[CH:26][CH:25]=2)[CH:13]=[C:14](OS(C(F)(F)F)(=O)=O)[CH:15]=1)[CH2:6][CH:7]([CH3:9])[CH3:8])C.[F:35][C:36]([F:47])([F:46])[C:37]1[CH:38]=[C:39](B(O)O)[CH:40]=[CH:41][CH:42]=1>>[F:35][C:36]([F:47])([F:46])[C:37]1[CH:38]=[C:39]([C:14]2[CH:15]=[C:10]([CH:5]([CH2:6][CH:7]([CH3:9])[CH3:8])[C:4]([OH:34])=[O:3])[CH:11]=[C:12]([C:24]3[CH:25]=[CH:26][C:27]([C:30]([F:31])([F:32])[F:33])=[CH:28][CH:29]=3)[CH:13]=2)[CH:40]=[CH:41][CH:42]=1. Procedure: The title compound was prepared from a Suzuki coupling of 4-Methyl-2-(5-trifluoromethanesulfonyloxy-4′-trifluoromethyl-biphenyl-3-yl)-pentanoic acid ethyl ester (intermediate Example 1g) with 3-trifluoromethyl-phenylboronic acid under the conditions described in Example 1; 1H NMR (400 MHz, CHLOROFORM-D) δ ppm 0.88-0.99 (m, 6H), 1.53-1.63 (m, 1H), 1.78 (ddd, J=13.82, 7.09, 6.97 Hz, 1H), 2.0-2.15 (m, 1H), 3.83 (t, J=7.70 Hz, 1H), 7.56-7.61 (m, 3H) 7.63-7.74 (m, 6H) 7.74-7.86 (m, 2H); Calcd for C26... RXN SMILES: [N:1]1([C:6]2[N:13]=[CH:12][CH:11]=[CH:10][C:7]=2[C:8]#[N:9])[CH:5]=[N:4][CH:3]=[N:2]1>O.N.CO.[Ni]>[N:1]1([C:6]2[C:7]([CH2:8][NH2:9])=[CH:10][CH:11]=[CH:12][N:13]=2)[CH:5]=[N:4][CH:3]=[N:2]1 |f:2.3|. Reported procedure: A catalytic amount of Raney 2800 nickel in water (Aldrich; withdrawn as a wet slurry with the tip of a spatula) was added under air to a translucent slurry of 2-[1,2,4]triazol-1-yl-nicotinonitrile (1.053 g, 6.16 mmol), as prepared in the previous step, in 2 M NH3/MeOH (50 mL). The flask was then sealed with a septum, the air was removed from the system, and the flask was flushed with H2 gas under balloon pressure. The reaction was stirred at rt under H2 for 11 h (TLC showed no starting material ... The reactants are N1(N=CN=C1)C1=C(C#N)C=CC=N1 (2-[1,2,4]triazol-1-yl-nicotinonitrile). Run at time 11 hour. Reagents/catalysts: [Ni] (nickel). Yields the product N1(N=CN=C1)C1=NC=CC=C1CN (C-(2-[1,2,4]triazol-1-yl-pyridin-3-yl)-methylamine). The yield is 91.6%. Solvent: O (water), N.CO (NH3 MeOH). Starting materials: CCO, CC(C)(Nc1cc(F)ccc1[N+](=O)[O-])C(=O)O. Product: CC1(C)Nc2cc(F)ccc2NC1=O. Reaction SMILES: [CH3:18][CH2:19][OH:20].[F:1][c:2]1[cH:3][cH:4][c:5]([N+:15]([O-:13])=[O:16])[c:6]([NH:8][C:9]([CH3:10])([C:11](=[O:12])[OH:17])[CH3:14])[cH:7]1>>[F:1][c:2]1[cH:3][cH:4][c:5]2[c:6]([cH:7]1)[NH:8][C:9]([CH3:10])([CH3:14])[C:11](=[O:12])[NH:15]2. The reactants are C(C)(=O)OCC (ethyl acetate), ClC1=NC(=C2N=CN(C2=N1)C(C)C)NC1=CC=C(C=C1)N1CCN(CC1)C (2-chloro-9-isopropyl-N-(4-(4-methylpiperazin-1-yl)phenyl)-9H-purin -6-amine), C(C)(C)(C)OC(N[C@@H]1CNCC1)=O ((S)-pyrrolidin-3-yl-carbamic acid tert-butyl ester), C(=O)([O-])[O-].[Cs+].[Cs+] (Cs2CO3). Reagents/catalysts: Cl[Pd-]([C-]1C(=CC=C1)CN(C)C)P(C1C2CCC(C1)C2)C2C1CCC(C2)C1.[CH-]1C=CC=C1.[Fe+2] (Chloro(di-2-norbornylphosphino)(2-dimethylaminomethylferrocen-1-yl)palladium(II)). The solvent is C(C)(C)(CC)O (tert-pentyl alcohol). Run at temperature 100 celsius. The product is N (ammonia), C(C)(C)N1C2=NC(=NC(=C2N=C1)NC1=CC=C(C=C1)N1CCN(CC1)C)N1C[C@H](CC1)NC(OC(C)(C)C)=O ((S)-tert-butyl (1-(9-isopropyl-6-((4-(4-methylpiperazin-1-yl)phenyl)amino)-9H-purin-2-yl)pyrrolidin-3-yl)carbamate). The yield is 199.1%. As a reaction SMILES: Cl[C:2]1[N:10]=[C:9]2[C:5]([N:6]=[CH:7][N:8]2[CH:11]([CH3:13])[CH3:12])=[C:4]([NH:14][C:15]2[CH:20]=[CH:19][C:18]([N:21]3[CH2:26][CH2:25][N:24]([CH3:27])[CH2:23][CH2:22]3)=[CH:17][CH:16]=2)[N:3]=1.[C:28]([O:32][C:33](=[O:40])[NH:34][C@H:35]1[CH2:39][CH2:38][NH:37][CH2:36]1)([CH3:31])([CH3:30])[CH3:29].C([O-])([O-])=O.[Cs+].[Cs+].C(OCC)(=O)C>C(O)(CC)(C)C.Cl[Pd-](P(C1CC2CC1CC2)C1CC2CC1CC2)[C-]1C=CC=C1CN(C)C.[CH-]1C=CC=C1.[Fe+2]>[NH3:3].[CH:11]([N:8]1[CH:7]=[N:6][C:5]2[C:9]1=[N:10][C:2]([N:37]1[CH2:38][CH2:39][C@H:35]([NH:34][C:33](=[O:40])[O:32][C:28]([CH3:30])([CH3:29])[CH3:31])[CH2:36]1)=[N:3][C:4]=2[NH:14][C:15]1[CH:20]=[CH:19][C:18]([N:21]2[CH2:26][CH2:25][N:24]([CH3:27])[CH2:23][CH2:22]2)=[CH:17][CH:16]=1)([CH3:13])[CH3:12] |f:2.3.4,7.8.9|. Procedure: A mixture of 2-chloro-9-isopropyl-N-(4-(4-methylpiperazin-1-yl)phenyl)-9H-purin -6-amine (2.32 g, 6 mmol), (S)-pyrrolidin-3-yl-carbamic acid tert-butyl ester (1.45 g, 7.8 mmol, 1.3 mol eq), and Cs2CO3 (7.82 g, 24 mmol, 4 mol eq) in tert-pentyl alcohol (60 mL, 0.1 M) was degassed with nitrogen. Chloro(di-2-norbornylphosphino)(2-dimethylaminomethylferrocen-1-yl)palladium(II) (CAS #614753-51-4, 375 mg, 0.6 mmol, 0.1 mol eq) was added, and the mixture degassed for 1 additional min. The vial was capp... Reported procedure: Acetyl chloride (15.35 ml, 16.88 g) was added to a cooled solution of ethyl α-(hydroxyimino)-β-oxocyclopropanepropanoate (20 g) in absolute ethanol (250 ml) before being added to a suspension of 5% platinum on carbon (1.85 g) in absolute ethanol (150 ml). The stirred mixture was then hydrogenated at room temperature and pressure for 5 h. The catalyst was filtered off through a pad of hyflo and the filtrate concentrated in vacuo to give, after azeotroping with toluene (2×80 ml), an off-white soli... The reactants are C(C)(=O)Cl (Acetyl chloride), ON=C(C(=O)OCC)C(C1CC1)=O (ethyl α-(hydroxyimino)-β-oxocyclopropanepropanoate). As a reaction SMILES: C([Cl:4])(=O)C.O[N:6]=[C:7]([C:13](=[O:17])[CH:14]1[CH2:16][CH2:15]1)[C:8]([O:10][CH2:11][CH3:12])=[O:9]>C(O)C.[Pt]>[ClH:4].[NH2:6][CH:7]([C:13](=[O:17])[CH:14]1[CH2:16][CH2:15]1)[C:8]([O:10][CH2:11][CH3:12])=[O:9] |f:4.5|. Solvent: C(C)O (ethanol), C(C)O (ethanol). Conditions: time 5 hour. Yield: 64.7%. Yields the product Cl.NC(C(=O)OCC)C(C1CC1)=O (Ethyl α-amino-β-oxocyclopropanepropanoate hydrochloride). The reagents and catalysts are [Pt] (platinum on carbon).